Dataset: the Open Reaction Database (ORD), a public repository of structured organic reaction records. Task: describe an organic reaction: reactants, conditions, products, and yield Starting materials: CC(C(=O)O)C=C (2-methyl-3-butenoic acid), ClCCO (2-chloroethanol), N,N-dicyclohexylcarbodiimide. The reagents and catalysts are CC1=C(C(=NC=C1)N)C (dimethyl-aminopyridine). Run in C(C)OCC (diethyl ether). Reaction conditions: time 30 minute. The product is ClCCOC(C(C=C)C)=O (2-methyl-but-3-enoic acid 2-chloroethyl ester). Yield: 85.1%. Reaction SMILES: [CH3:1][CH:2]([CH:6]=[CH2:7])[C:3]([OH:5])=[O:4].[Cl:8][CH2:9][CH2:10]O>C(OCC)C.CC1C=CN=C(N)C=1C>[Cl:8][CH2:9][CH2:10][O:4][C:3](=[O:5])[CH:2]([CH3:1])[CH:6]=[CH2:7]. Reported procedure: 45.1 g (0.45 mol) of 2-methyl-3-butenoic acid, 45.33 g (0.56 mol) of 2-chloroethanol and 4.1 g (34 mmol) of dimethyl-aminopyridine were placed in 450 ml of diethyl ether under argon. 102.2 g (0.495 mol) of N,N-dicyclohexylcarbodiimide were added thereto in 5 portions at 0° C. within 30 minutes, the mixture was stirred at room temperature for a further 2 hours and the separated urea was filtered off. The filtrate was washed in succession with 200 ml of 0.5N aqueous hydrochloric acid, 100 ml of sa...